describe an organic reaction: reactants, conditions, products, and yield From a dataset of the Open Reaction Database (ORD), a public repository of structured organic reaction records. Starting materials: C(C)(C)(C)OC(=O)N1[C@@H](CCC1)C(=O)O ((S)-1-(tert-butoxycarbonyl)pyrrolidine-2-carboxylic acid), FC(C1=CC=C(C=C1)S(=O)(=O)N1C[C@@H]2[C@H](C1)[C@H](CC2)N)(F)F ((3aR,4S,6aS)-2-(4-(Trifluoromethyl)phenylsulfonyl)octahydrocyclopenta[c]pyrrol-4-amine), FC(C=1C=C(C=CC1)S(=O)(=O)N1C[C@H]2[C@@H](C1)[C@@H](CC2)N)(F)F ((3aS,4R,6aR)-2-(3-(trifluoromethyl)phenylsulfonyl)octahydrocyclopenta[c]pyrrol-4-amine). The product is C1(CCCCC1)C[C@@H](C(N[C@H]1CC[C@@H]2CN(C[C@@H]21)S(=O)(=O)C2=CC=C(C=C2)C(F)(F)F)=O)NC(OC(C)(C)C)=O (tert-butyl(S)-3-cyclohexyl-1-oxo-1-((3aR,4S,6aS)-2-(4-(trifluoromethyl)phenylsulfonyl)octahydrocyclopenta[c]pyrrol-4-ylamino)propan-2-ylcarbamate). Reaction SMILES: [C:1]([O:5][C:6]([N:8]1[CH2:12][CH2:11][CH2:10][C@H:9]1[C:13]([OH:15])=O)=[O:7])([CH3:4])([CH3:3])[CH3:2].[F:16][C:17]([F:37])([F:36])[C:18]1[CH:23]=[CH:22][C:21]([S:24]([N:27]2[CH2:31][C@@H:30]3[C@@H:32]([NH2:35])[CH2:33][CH2:34][C@@H:29]3[CH2:28]2)(=[O:26])=[O:25])=[CH:20][CH:19]=1.F[C:39](F)(F)[C:40]1C=C(S(N2C[C@H]3[C@H](N)CC[C@H]3C2)(=O)=O)C=[CH:44][CH:45]=1>>[CH:11]1([CH2:10][C@H:9]([NH:8][C:6](=[O:7])[O:5][C:1]([CH3:2])([CH3:3])[CH3:4])[C:13](=[O:15])[NH:35][C@@H:32]2[C@@H:30]3[C@@H:29]([CH2:28][N:27]([S:24]([C:21]4[CH:20]=[CH:19][C:18]([C:17]([F:16])([F:36])[F:37])=[CH:23][CH:22]=4)(=[O:25])=[O:26])[CH2:31]3)[CH2:34][CH2:33]2)[CH2:12][CH2:44][CH2:45][CH2:40][CH2:39]1. Reported procedure: tert-butyl(S)-3-cyclohexyl-1-oxo-1-((3aR,4S,6aS)-2-(4-(trifluoromethyl)phenylsulfonyl)octahydrocyclopenta[c]pyrrol-4-ylamino)propan-2-ylcarbamate was prepared by substituting (S)-2-(tert-butoxycarbonylamino)-3-cyclohexylpropanoic acid for (S)-1-(tert-butoxycarbonyl)pyrrolidine-2-carboxylic acid and (3aR,4S,6aS)-2-(4-(trifluoromethyl)phenylsulfonyl)octahydrocyclopenta[c]pyrrol-4-amine from Example 256 Step A for (3aS,4R,6aR)-2-(3-(trifluoromethyl)phenylsulfonyl)octahydrocyclopenta[c]pyrrol-4-amin... The reactants are C(C1=CC=CC=C1)OC1=CC(=C(OCCC=2N=C(OC2C)C=2C=C(C=CC2)C2=CC=CC=C2)C=C1)CCCC (4-[2-(4-benzyloxy-2-butylphenoxy)ethyl]-5-methyl-2-biphenyl-3-yl-oxazole), [H][H] (hydrogen). The reagents and catalysts are [Pd] (Pd/C). Solvent: C(C)O (ethanol). The product is C(CCC)C=1C=C(C=CC1OCCC=1N=C(OC1C)C=1C=C(C=CC1)C1=CC=CC=C1)O (3-butyl-4-[2-(5-methyl-2-biphenyl-3-yl-oxazole-4-yl)ethoxy]phenol). Reaction SMILES: C([O:8][C:9]1[CH:35]=[CH:34][C:12]([O:13][CH2:14][CH2:15][C:16]2[N:17]=[C:18]([C:22]3[CH:23]=[C:24]([C:28]4[CH:33]=[CH:32][CH:31]=[CH:30][CH:29]=4)[CH:25]=[CH:26][CH:27]=3)[O:19][C:20]=2[CH3:21])=[C:11]([CH2:36][CH2:37][CH2:38][CH3:39])[CH:10]=1)C1C=CC=CC=1.[H][H]>C(O)C.[Pd]>[CH2:36]([C:11]1[CH:10]=[C:9]([OH:8])[CH:35]=[CH:34][C:12]=1[O:13][CH2:14][CH2:15][C:16]1[N:17]=[C:18]([C:22]2[CH:23]=[C:24]([C:28]3[CH:29]=[CH:30][CH:31]=[CH:32][CH:33]=3)[CH:25]=[CH:26][CH:27]=2)[O:19][C:20]=1[CH3:21])[CH2:37][CH2:38][CH3:39]. Reported procedure: A solution of 4-[2-(4-benzyloxy-2-butylphenoxy)ethyl]-5-methyl-2-biphenyl-3-yl-oxazole (3.16 mmol) in ethanol (100 mL) was treated with 5% Pd/C (160 mg) and hydrogen (60 psi) at ambient temperature for 18 h. The mixture was filtered and concentrated in vacuo to give 3-butyl-4-[2-(5-methyl-2-biphenyl-3-yl-oxazole-4-yl)ethoxy]phenol as a tan solid.